This data is from the Open Reaction Database (ORD), a public repository of structured organic reaction records. The task is: describe an organic reaction: reactants, conditions, products, and yield The reactants are C(C)(C)(C)[SiH2]OC(C=1C=C2C(=NN(C2=CC1)C)[Sn](CCCC)(CCCC)CCCC)(C)C (5-(tert-butyl-dimethyl-silanyloxymethyl)-1-methyl-3-tributylstannanyl-1H-indazole), C(C)(C)(C)NC(=O)C1=CN(C2=NC=C(N=C21)Br)COCC[Si](C)(C)C (2-bromo-5-(2-trimethylsilanyl-ethoxymethyl)-5H-pyrrolo[2,3-b]pyrazine-7-carboxylic acid tert-butylamide). Reagents/catalysts: C=1C=CC(=CC1)[P](C=2C=CC=CC2)(C=3C=CC=CC3)[Pd]([P](C=4C=CC=CC4)(C=5C=CC=CC5)C=6C=CC=CC6)([P](C=7C=CC=CC7)(C=8C=CC=CC8)C=9C=CC=CC9)[P](C=1C=CC=CC1)(C=1C=CC=CC1)C=1C=CC=CC1 (Pd(PPh3)4), [Cu]I (copper(I) iodide). The solvent is CN(C)C=O (DMF). Run at temperature 90 celsius. The product is C(C)(C)(C)NC(=O)C1=CN(C2=NC=C(N=C21)C2=NN(C1=CC=C(C=C21)C(O[SiH2]C(C)(C)C)(C)C)C)COCC[Si](C)(C)C (2-[5-(tert-butyldimethyl-silanyloxymethyl)-1-methyl-1H-indazol-3-yl]-5-(2-trimethylsilanyl-ethoxymethyl)-5H-pyrrolo[2,3-b]pyrazine-7-carboxylic acid tert-butylamide). Isolated yield 74.0%. Reaction SMILES: [C:1]([SiH2:5][O:6][C:7]([CH3:32])([CH3:31])[C:8]1[CH:9]=[C:10]2[C:14](=[CH:15][CH:16]=1)[N:13]([CH3:17])[N:12]=[C:11]2[Sn](CCCC)(CCCC)CCCC)([CH3:4])([CH3:3])[CH3:2].[C:33]([NH:37][C:38]([C:40]1[C:48]2[C:43](=[N:44][CH:45]=[C:46](Br)[N:47]=2)[N:42]([CH2:50][O:51][CH2:52][CH2:53][Si:54]([CH3:57])([CH3:56])[CH3:55])[CH:41]=1)=[O:39])([CH3:36])([CH3:35])[CH3:34]>CN(C=O)C.C1C=CC([P]([Pd]([P](C2C=CC=CC=2)(C2C=CC=CC=2)C2C=CC=CC=2)([P](C2C=CC=CC=2)(C2C=CC=CC=2)C2C=CC=CC=2)[P](C2C=CC=CC=2)(C2C=CC=CC=2)C2C=CC=CC=2)(C2C=CC=CC=2)C2C=CC=CC=2)=CC=1.[Cu]I>[C:33]([NH:37][C:38]([C:40]1[C:48]2[C:43](=[N:44][CH:45]=[C:46]([C:11]3[C:10]4[C:14](=[CH:15][CH:16]=[C:8]([C:7]([CH3:32])([CH3:31])[O:6][SiH2:5][C:1]([CH3:4])([CH3:3])[CH3:2])[CH:9]=4)[N:13]([CH3:17])[N:12]=3)[N:47]=2)[N:42]([CH2:50][O:51][CH2:52][CH2:53][Si:54]([CH3:57])([CH3:56])[CH3:55])[CH:41]=1)=[O:39])([CH3:36])([CH3:35])[CH3:34] |^1:66,68,87,106|. Reported procedure: To a solution of 5-(tert-butyl-dimethyl-silanyloxymethyl)-1-methyl-3-tributylstannanyl-1H-indazole (265 mg, 0.47 mmol) and 2-bromo-5-(2-trimethylsilanyl-ethoxymethyl)-5H-pyrrolo[2,3-b]pyrazine-7-carboxylic acid tert-butylamide (100 mg, 0.23 mmol) in DMF (2 mL) were added Pd(PPh3)4 (14 mg, 0.012 mmol) and copper(I) iodide (9 mg, 0.047 mmol). The reaction mixture was heated at 90° C. for 1 h then cooled to room temperature, quenched with water and extracted with EtOAc (2×). The combined organics w... The reactants are Cc1ccccc1, CC(C)(CSc1cccs1)C(=O)O. Product: CC1(C)CSc2sccc2C1=O. Reaction SMILES: [CH3:14][c:15]1[cH:16][cH:17][cH:18][cH:19][cH:20]1.[CH3:1][C:2]([C:3](=[O:4])[OH:5])([CH2:6][S:7][c:8]1[s:9][cH:10][cH:11][cH:12]1)[CH3:13]>>[CH3:1][C:2]1([CH3:13])[C:3](=[O:5])[c:12]2[c:8]([s:9][cH:10][cH:11]2)[S:7][CH2:6]1.